From a dataset of the Open Reaction Database (ORD), a public repository of structured organic reaction records. describe an organic reaction: reactants, conditions, products, and yield Starting materials: BrC1=C(N(N=C1)C)C1=C(OCCN(C)C)C=CC(=C1)[N+](=O)[O-] ({2-[2-(4-Bromo-2-methyl-2H-pyrazol-3-yl)-4-nitro-phenoxy]-ethyl}-dimethyl-amine), O.O.Cl[Sn]Cl (SnCl2.2H2O). Run in CCO (EtOH). Yields the product BrC1=C(N(N=C1)C)C=1C=C(C=CC1OCCN(C)C)N (3-(4-bromo-2-methyl-2H-pyrazol-3-yl)-4-(2-dimethylamino-ethoxy)-phenylamine). The yield is 57.1%. As a reaction SMILES: [Br:1][C:2]1[CH:6]=[N:5][N:4]([CH3:7])[C:3]=1[C:8]1[CH:19]=[C:18]([N+:20]([O-])=O)[CH:17]=[CH:16][C:9]=1[O:10][CH2:11][CH2:12][N:13]([CH3:15])[CH3:14].O.O.Cl[Sn]Cl>CCO>[Br:1][C:2]1[CH:6]=[N:5][N:4]([CH3:7])[C:3]=1[C:8]1[CH:19]=[C:18]([NH2:20])[CH:17]=[CH:16][C:9]=1[O:10][CH2:11][CH2:12][N:13]([CH3:14])[CH3:15] |f:1.2.3|. Reported procedure: {2-[2-(4-Bromo-2-methyl-2H-pyrazol-3-yl)-4-nitro-phenoxy]-ethyl}-dimethyl-amine (0.128 g, 0.35 mmol) was treated with SnCl2.2H2O (0.319 g, 1.39 mmol, 4.0 equiv.) in EtOH (20 mL), in a similar manner as described in Example 1.1, providing 3-(4-bromo-2-methyl-2H-pyrazol-3-yl)-4-(2-dimethylamino-ethoxy)-phenylamine (0.067 g, 0.20 mmol, 56%) as an oil. LCMS m/z (%)=339 (M+H79Br, 78), 341 (M+H81Br, 100). 1H NMR (400 MHz, acetone-d6) δ: 7.68 (dd, J=2.5, 8.9 Hz, 1H), 7.55 (s, 1H), 7.45-7.51 (m, 2H), 4.... The reactants are ClC=1C=C(C=CC1[N+](=O)[O-])O (3-chloro-4-nitrophenol), Cl.ClCCN(CC)CC ((2-chloroethyl)diethylamine hydrochloride). The solvent is ClCCl.CO (dichloromethane methanol). The product is ClC=1C=C(OCCN(CC)CC)C=CC1[N+](=O)[O-] ([2-(3-chloro-4-nitrophenoxy)ethyl]diethylamine). RXN SMILES: [Cl:1][C:2]1[CH:3]=[C:4]([OH:11])[CH:5]=[CH:6][C:7]=1[N+:8]([O-:10])=[O:9].Cl.Cl[CH2:14][CH2:15][N:16]([CH2:19][CH3:20])[CH2:17][CH3:18]>ClCCl.CO>[Cl:1][C:2]1[CH:3]=[C:4]([CH:5]=[CH:6][C:7]=1[N+:8]([O-:10])=[O:9])[O:11][CH2:14][CH2:15][N:16]([CH2:19][CH3:20])[CH2:17][CH3:18] |f:1.2,3.4|. Reported procedure: Prepared analogously to Example 4.1.a. from 3-chloro-4-nitrophenol and (2-chloroethyl)diethylamine hydrochloride. Yield: 1.25 g (79.5% of theory); C12H17ClN2O3 (M=272.73); calc.: molecular ion peak (M+H)+: 273/275; found: molecular ion peak (M+H)+: 273/275; Rf value: 0.44 (silica gel, dichloromethane/methanol (90:10)). Reactants: CN(C)c1cc(NC(=O)OC(C)(C)C)c(NC(=O)CC(=O)c2cccc(-c3ccncc3)c2)cc1C(F)(F)F, ClCCl, O=C(O)C(F)(F)F. Product: CN(C)c1cc2c(cc1C(F)(F)F)NC(=O)CC(c1cccc(-c3ccncc3)c1)=N2. Reaction SMILES: [C:1]([O:2][C:3](=[O:4])[NH:7][c:8]1[c:9]([NH:21][C:22]([CH2:23][C:24](=[O:5])[c:25]2[cH:26][c:27](-[c:31]3[cH:32][cH:33][n:34][cH:35][cH:36]3)[cH:28][cH:29][cH:30]2)=[O:38])[cH:10][c:11]([C:17]([F:18])([F:19])[F:20])[c:12]([N:14]([CH3:15])[CH3:16])[cH:13]1)([CH3:6])([CH3:37])[CH3:39].[Cl:47][CH2:48][Cl:49].[F:40][C:41]([F:42])([F:43])[C:44]([OH:45])=[O:46]>>[N:7]1=[C:24]([c:25]2[cH:26][c:27](-[c:31]3[cH:32][cH:33][n:34][cH:35][cH:36]3)[cH:28][cH:29][cH:30]2)[CH2:23][C:22](=[O:38])[NH:21][c:9]2[c:8]1[cH:13][c:12]([N:14]([CH3:15])[CH3:16])[c:11]([C:17]([F:18])([F:19])[F:20])[cH:10]2. Reactants: CCCCCCCCCCCCCCCCOc1ccc(OCC(=O)Nc2cccc(CBr)c2)cc1, Cc1cncs1, Cc1ccccc1. The product is [Br-], CCCCCCCCCCCCCCCCOc1ccc(OCC(=O)Nc2cccc(C[n+]3csc(C)c3)c2)cc1. RXN SMILES: [Br:1][CH2:2][c:3]1[cH:4][c:5]([NH:9][C:10]([CH2:11][O:12][c:13]2[cH:14][cH:15][c:16]([O:19][CH2:20][CH2:21][CH2:22][CH2:23][CH2:24][CH2:25][CH2:26][CH2:27][CH2:28][CH2:29][CH2:30][CH2:31][CH2:32][CH2:33][CH2:34][CH3:35])[cH:17][cH:18]2)=[O:36])[cH:6][cH:7][cH:8]1.[CH3:37][c:38]1[cH:39][n:40][cH:41][s:42]1.[CH3:43][c:44]1[cH:45][cH:46][cH:47][cH:48][cH:49]1>>[Br-:1].[CH2:2]([c:3]1[cH:4][c:5]([NH:9][C:10]([CH2:11][O:12][c:13]2[cH:14][cH:15][c:16]([O:19][CH2:20][CH2:21][CH2:22][CH2:23][CH2:24][CH2:25][CH2:26][CH2:27][CH2:28][CH2:29][CH2:30][CH2:31][CH2:32][CH2:33][CH2:34][CH3:35])[cH:17][cH:18]2)=[O:36])[cH:6][cH:7][cH:8]1)[n+:40]1[cH:39][c:38]([CH3:37])[s:42][cH:41]1.